Task: describe an organic reaction: reactants, conditions, products, and yield. Dataset: the Open Reaction Database (ORD), a public repository of structured organic reaction records Starting materials: C1(=CC=CC=C1)N=C=O (Phenyl isocyanate), NC1=CC=C(C=C1)O (4-aminophenol). Solvent: O1CCOCC1 (dioxane). Conditions: time 2 hour. The product is C1(=CC=CC=C1)NC(NC1=CC=C(C=C1)O)=O (4-(N'-phenylureido)phenol). RXN SMILES: [C:1]1([N:7]=[C:8]=[O:9])[CH:6]=[CH:5][CH:4]=[CH:3][CH:2]=1.[NH2:10][C:11]1[CH:16]=[CH:15][C:14]([OH:17])=[CH:13][CH:12]=1>O1CCOCC1>[C:1]1([NH:7][C:8](=[O:9])[NH:10][C:11]2[CH:16]=[CH:15][C:14]([OH:17])=[CH:13][CH:12]=2)[CH:6]=[CH:5][CH:4]=[CH:3][CH:2]=1. Procedure: Phenyl isocyanate and 4-aminophenol were added to dioxane solvent, and stirred for 2 hours to obtain 4-(N'-phenylureido)phenol (hereinafter, referred to simply as "Compound 8"). Starting materials: ClC1=CC=NC2=CC(=C(C=C12)OC)OC (4-chloro-6,7-dimethoxyquinoline), [H-].[Na+] (Sodium hydride), CS(=O)C (dimethyl sulfoxide), NC1=CC(=C(C=C1C)O)C (4-Amino-2,5-dimethylphenol). Run in O (Water). Reaction conditions: temperature 50 celsius, time 30 minute. Yields the product COC=1C=C2C(=CC=NC2=CC1OC)OC1=CC(=C(N)C=C1C)C (4-[(6,7-Dimethoxy-4-quinolyl)oxy]-2,5dimethylaniline). As a reaction SMILES: [H-].[Na+].CS(C)=O.[NH2:7][C:8]1[C:13]([CH3:14])=[CH:12][C:11]([OH:15])=[C:10]([CH3:16])[CH:9]=1.Cl[C:18]1[C:27]2[C:22](=[CH:23][C:24]([O:30][CH3:31])=[C:25]([O:28][CH3:29])[CH:26]=2)[N:21]=[CH:20][CH:19]=1>O>[CH3:29][O:28][C:25]1[CH:26]=[C:27]2[C:22](=[CH:23][C:24]=1[O:30][CH3:31])[N:21]=[CH:20][CH:19]=[C:18]2[O:15][C:11]1[C:10]([CH3:16])=[CH:9][C:8]([NH2:7])=[C:13]([CH3:14])[CH:12]=1 |f:0.1|. Procedure details: Sodium hydride (60 wt %, 0.36 g) was added to dimethyl sulfoxide (10 ml), and the mixture was stirred at 50° C. for 30 min and was then cooled to room temperature. 4-Amino-2,5-dimethylphenol (1.23 g) was added to the cooled mixture, and the mixture was stirred at room temperature for 10 min. Next, 4-chloro-6,7-dimethoxyquinoline (1.00 g) was added thereto, and the mixture was stirred at 100° C. overnight. Water was added to the reaction solution, followed by extraction with chloroform. The chlor...